From a dataset of the Open Reaction Database (ORD), a public repository of structured organic reaction records. describe an organic reaction: reactants, conditions, products, and yield Run at time 12 hour. Solvent: ClCCl (dichloromethane). Procedure details: Crude piperazine-1,4-dicarboxylic acid tert-butyl ester phenyl ester was dissolved in 10 ml dichloromethane and treated with 4 ml TFA. After stirring for 12 h the solution was concentrated and the residue codistilled twice with toluene. Yield: 3.0 g. Yields the product C1(=CC=CC=C1)OC(=O)N1CCNCC1 (piperazine-1-carboxylic acid phenyl ester). Reactants: C1(=CC=CC=C1)OC(=O)N1CCN(CC1)C(=O)OC(C)(C)C (piperazine-1,4-dicarboxylic acid tert-butyl ester phenyl ester), C(=O)(C(F)(F)F)O (TFA). RXN SMILES: [C:1]1([O:7][C:8]([N:10]2[CH2:15][CH2:14][N:13](C(OC(C)(C)C)=O)[CH2:12][CH2:11]2)=[O:9])[CH:6]=[CH:5][CH:4]=[CH:3][CH:2]=1.C(O)(C(F)(F)F)=O>ClCCl>[C:1]1([O:7][C:8]([N:10]2[CH2:15][CH2:14][NH:13][CH2:12][CH2:11]2)=[O:9])[CH:6]=[CH:5][CH:4]=[CH:3][CH:2]=1. The reactants are CC1(OC(C2=CC=CC=C2C1N1C=NC=C1C=O)=O)C (3-(3,3-Dimethyl-1-oxo-isochroman-4-yl)-3H-imidazole-4-carbaldehyde), C(=O)(O)[O-].[Na+] (NaHCO3), Cl.NO (hydroxylamine hydrochloride). Solvent: C(C)O (ethanol), O (water), O (water). Reaction conditions: time 1 hour. The product is CC1(OC(C2=CC=CC=C2C1N1C=NC=C1C=NO)=O)C (3-(3,3-Dimethyl-1-oxo-isochroman-4-yl)-3H-imidazole-4-carbaldehyde Oxime). As a reaction SMILES: [CH3:1][C:2]1([CH3:20])[CH:11]([N:12]2[C:16]([CH:17]=O)=[CH:15][N:14]=[CH:13]2)[C:10]2[C:5](=[CH:6][CH:7]=[CH:8][CH:9]=2)[C:4](=[O:19])[O:3]1.C([O-])(O)=O.[Na+].Cl.[NH2:27][OH:28]>C(O)C.O>[CH3:1][C:2]1([CH3:20])[CH:11]([N:12]2[C:16]([CH:17]=[N:27][OH:28])=[CH:15][N:14]=[CH:13]2)[C:10]2[C:5](=[CH:6][CH:7]=[CH:8][CH:9]=2)[C:4](=[O:19])[O:3]1 |f:1.2,3.4|. Procedure details: 3-(3,3-Dimethyl-1-oxo-isochroman-4-yl)-3H-imidazole-4-carbaldehyde (0.100 g, 0.363 mmol) (Example 9a) in ethanol (3 mL) is added to NaHCO3 (0.246 g, 2.901 mmol) and hydroxylamine hydrochloride (0.208 g, 2.901 mmol) in water (1 mL). After 1 hr, water is added and the mixture is extracted three times with dichloromethane. The combined organic phase is dried over magnesium sulfate and filtered through a cotton plug. Concentration in vacuo gives a residue, which is purified by silica gel flash chrom... The reactants are C1CCOC1, O, Cc1ccc(S(=O)(=O)N2CC(O)CC2C(=O)O)cc1. Product: Cc1ccc(S(=O)(=O)N2CC(O)CC2CO)cc1. As a reaction SMILES: [O:21]1[CH2:22][CH2:23][CH2:24][CH2:25]1.[OH2:20].[OH:1][CH:2]1[CH2:3][CH:4]([C:17](=[O:18])[OH:19])[N:5]([S:7](=[O:8])(=[O:9])[c:10]2[cH:11][cH:12][c:13]([CH3:16])[cH:14][cH:15]2)[CH2:6]1>>[OH:1][CH:2]1[CH2:3][CH:4]([CH2:17][OH:18])[N:5]([S:7](=[O:8])(=[O:9])[c:10]2[cH:11][cH:12][c:13]([CH3:16])[cH:14][cH:15]2)[CH2:6]1. The solvent is CO (methanol). Conditions: time 16 hour. The reagents and catalysts are [Pd] (Pd/C). The yield is 31.0%. As a reaction SMILES: [CH3:1][N:2]1[C:10]2[C:5](=[C:6]([CH3:11])[CH:7]=[CH:8][CH:9]=2)[C:4]([CH2:12][N:13]2[C:17]3[CH:18]=[CH:19][CH:20]=[CH:21][C:16]=3[N:15]([C:22]3[CH2:26][CH2:25][CH2:24][C:23]=3[C:27]([OH:29])=[O:28])[C:14]2=[O:30])=[CH:3]1>CO.[Pd]>[CH3:1][N:2]1[C:10]2[C:5](=[C:6]([CH3:11])[CH:7]=[CH:8][CH:9]=2)[C:4]([CH2:12][N:13]2[C:17]3[CH:18]=[CH:19][CH:20]=[CH:21][C:16]=3[N:15]([CH:22]3[CH2:26][CH2:25][CH2:24][CH:23]3[C:27]([OH:29])=[O:28])[C:14]2=[O:30])=[CH:3]1. Starting materials: CN1C=C(C2=C(C=CC=C12)C)CN1C(N(C2=C1C=CC=C2)C2=C(CCC2)C(=O)O)=O (2-{3-[(1,4-dimethyl-1H-indol-3-yl)methyl]-2-oxo-2,3-dihydro-1H-benzimidazol-1-yl}cyclopent-1-ene-1-carboxylic acid). Procedure: A mixture of 65 mg (0.16 mmol) of 2-{3-[(1,4-dimethyl-1H-indol-3-yl)methyl]-2-oxo-2,3-dihydro-1H-benzimidazol-1-yl}cyclopent-1-ene-1-carboxylic acid and 30 mg of 10% Pd/C in 3 mL of methanol was stirred at room temperature under hydrogen gas atmosphere (1 atom) for 16 h. The resulting mixture was filtered through Celite and the filtrate was concentrated. The residue was purified by combiflash to give 20 mg (31%) of 2-[3-(1,4-dimethyl-1H-indol-3-ylmethyl)-2-oxo-2,3-dihydro-benzimidazol-1-yl]-cycl... The product is CN1C=C(C2=C(C=CC=C12)C)CN1C(N(C2=C1C=CC=C2)C2C(CCC2)C(=O)O)=O (2-[3-(1,4-dimethyl-1H-indol-3-ylmethyl)-2-oxo-2,3-dihydro-benzimidazol-1-yl]-cyclopentanecarboxylic acid). Starting materials: C1CO1, COCCOC, Nc1cc([N+](=O)[O-])c(N)cc1F, O. The product is Nc1cc(F)c(NCCO)cc1[N+](=O)[O-]. As a reaction SMILES: [CH2:1]1[CH2:2][O:3]1.[CH3:17][O:18][CH2:19][CH2:20][O:21][CH3:22].[NH2:4][c:5]1[c:6]([N+:13](=[O:14])[O-:15])[cH:7][c:8]([NH2:12])[c:9]([F:11])[cH:10]1.[OH2:16]>>[CH2:1]([CH2:2][NH:12][c:8]1[cH:7][c:6]([N+:13](=[O:14])[O-:15])[c:5]([NH2:4])[cH:10][c:9]1[F:11])[OH:3]. Reactants: NC=1C=C(C=CC1)B(O)O (3-Aminophenylboronic acid), C1(CCCCC1)N(C(=O)N)C1CCCCC1 (N,N-dicyclohexylurea), N,N-dicyclohexylcarbodiimide, C(CCO)O (1,3-Propanediol), ON1C(CCC1=O)=O (N-hydroxysuccinimide). Run in O1CCOCC1 (dioxane), O1CCOCC1 (dioxane), O1CCOCC1 (dioxane). Product: C(CCC(=O)N)(=O)O.NC=1C=C(C=CC1)B(O)O (3-Aminophenylboronic acid succinamic acid). Reaction SMILES: [NH2:1][C:2]1[CH:3]=[C:4]([B:8]([OH:10])[OH:9])[CH:5]=[CH:6][CH:7]=1.C(O)CCO.O[N:17]1[C:21](=[O:22])[CH2:20][CH2:19][C:18]1=[O:23].C1(N(C2CCCCC2)C(N)=O)CCCCC1>O1CCOCC1>[C:18]([OH:23])(=[O:9])[CH2:19][CH2:20][C:21]([NH2:17])=[O:22].[NH2:1][C:2]1[CH:3]=[C:4]([B:8]([OH:10])[OH:9])[CH:5]=[CH:6][CH:7]=1 |f:5.6|. Procedure details: PBA-XX-CO2H(6.3 g, 0.018 moles) was suspended in dry dioxane (60 mL). 1,3-Propanediol (1.4 g, 0.018 moles) was added, and the mixture was gently heated until all solid dissolves (about 10 minutes). The solvent was removed by rotary evaporation to leave a pale yellow syrup, which was co-evaporated twice with dioxane (30 mL each). The residue was then dissolved in dioxane (225 mL) and N-hydroxysuccinimide (2.3 g, 0.20 moles) was added, followed by N,N-dicyclohexylcarbodiimide (4.1 g, 0.020 moles)....